From a dataset of the Open Reaction Database (ORD), a public repository of structured organic reaction records. describe an organic reaction: reactants, conditions, products, and yield The reactants are C1CCOC1, COC(=O)c1ccc2c(C(=O)c3c(-c4ccc(F)cc4)noc3C)c[nH]c2c1, [Li+], [OH-], O, O. Yields the product Cc1onc(-c2ccc(F)cc2)c1C(=O)c1c[nH]c2cc(C(=O)O)ccc12. RXN SMILES: [CH2:32]1[O:33][CH2:34][CH2:35][CH2:36]1.[CH3:1][O:2][C:3](=[O:4])[c:5]1[cH:6][cH:7][c:8]2[c:9]([C:14](=[O:15])[c:16]3[c:17](-[c:22]4[cH:23][cH:24][c:25]([F:28])[cH:26][cH:27]4)[n:18][o:19][c:20]3[CH3:21])[cH:10][nH:11][c:12]2[cH:13]1.[Li+:30].[OH-:29].[OH2:31].[OH2:37]>>[O:2]=[C:3]([OH:4])[c:5]1[cH:6][cH:7][c:8]2[c:9]([C:14](=[O:15])[c:16]3[c:17](-[c:22]4[cH:23][cH:24][c:25]([F:28])[cH:26][cH:27]4)[n:18][o:19][c:20]3[CH3:21])[cH:10][nH:11][c:12]2[cH:13]1. Starting materials: C(C)(=O)O (acetic acid), [BH4-].[Li+] (lithium tetrahydroborate), C(C)(C)(C)OC(=O)N[C@H](C(=O)OC)CC1=CC(=C(C=C1)C1=CC(N(S1(=O)=O)C(C)(C)C)=O)Cl (Methyl (2S)-2-[(tert-butoxycarbonyl)amino]-3-[4-(2-tert-butyl-1,1-dioxido-3-oxo-2,3-dihydroisothiazol-5-yl)-3-chlorophenyl]propanoate). Run in O1CCCC1 (tetrahydrofuran), O1CCCC1 (tetrahydrofuran), C(C)(=O)OCC (ethyl acetate). Run at time 0.5 hour. Product: C(C)(C)(C)OC(=O)N[C@H](C(=O)OC)CC1=CC(=C(C=C1)C1CC(N(S1(=O)=O)C(C)(C)C)=O)Cl (methyl (2S)-2-[(tert-butoxycarbonyl)amino]-3-[4-(2-tert-butyl-1,1-dioxido-3-oxoisothiazolidin-5-yl)-3-chlorophenyl]propanoate). Yield: 53.9%. As a reaction SMILES: [C:1]([O:5][C:6]([NH:8][C@@H:9]([CH2:14][C:15]1[CH:20]=[CH:19][C:18]([C:21]2[S:25](=[O:27])(=[O:26])[N:24]([C:28]([CH3:31])([CH3:30])[CH3:29])[C:23](=[O:32])[CH:22]=2)=[C:17]([Cl:33])[CH:16]=1)[C:10]([O:12][CH3:13])=[O:11])=[O:7])([CH3:4])([CH3:3])[CH3:2].[BH4-].[Li+].C(O)(=O)C>O1CCCC1.C(OCC)(=O)C>[C:1]([O:5][C:6]([NH:8][C@@H:9]([CH2:14][C:15]1[CH:20]=[CH:19][C:18]([CH:21]2[S:25](=[O:26])(=[O:27])[N:24]([C:28]([CH3:31])([CH3:30])[CH3:29])[C:23](=[O:32])[CH2:22]2)=[C:17]([Cl:33])[CH:16]=1)[C:10]([O:12][CH3:13])=[O:11])=[O:7])([CH3:4])([CH3:2])[CH3:3] |f:1.2|. Procedure: Methyl (2S)-2-[(tert-butoxycarbonyl)amino]-3-[4-(2-tert-butyl-1,1-dioxido-3-oxo-2,3-dihydroisothiazol-5-yl)-3-chlorophenyl]propanoate (300 mg, 0.598 mmol) in tetrahydrofuran (6.00 mL) was cooled to 0° C. and treated with lithium tetrahydroborate solution in tetrahydrofuran (2.0 M, 0.329 mL). The reaction was allowed to stir for 0.5 h at rt. After addition of acetic acid (0.5 mL), the solution was diluted with ethyl acetate (100 mL), washed with water (100 mL), separated, dried over sodium sulfat... Starting materials: C(=O)(O)[O-].[Na+] (NaHCO3), COC=1C=C(C=CC1OC)NC=1C2=C(N=C(N1)N1CC(CCC1)C(=O)O)SC=N2 (1-(7-(3,4-dimethoxyphenylamino)thiazolo[5,4-d]pyrimidin-5-yl)piperidine-3-carboxylic acid), NC1=CC=C(C=C1)C1=NN=C(O1)S (5-(4-aminophenyl)-1,3,4-oxadiazole-2-thiol), O=P(Cl)(Cl)Cl (POCl3). The solvent is N1=CC=CC=C1 (pyridine). Reaction conditions: time 6 hour. Yields the product COC=1C=C(C=CC1OC)NC=1C2=C(N=C(N1)N1CC(CCC1)C(=O)NC1=CC=C(C=C1)C=1OC(=NN1)S)SC=N2 (1-(7-(3,4-dimethoxyphenylamino)thiazolo[5,4-d]pyrimidin-5-yl)-N-(4-(5-mercapto-1,3,4-oxadiazol-2-yl)phenyl)piperidine-3-carboxamide). Isolated yield 11.3%. RXN SMILES: [CH3:1][O:2][C:3]1[CH:4]=[C:5]([NH:11][C:12]2[C:13]3[N:29]=[CH:28][S:27][C:14]=3[N:15]=[C:16]([N:18]3[CH2:23][CH2:22][CH2:21][CH:20]([C:24]([OH:26])=O)[CH2:19]3)[N:17]=2)[CH:6]=[CH:7][C:8]=1[O:9][CH3:10].[NH2:30][C:31]1[CH:36]=[CH:35][C:34]([C:37]2[O:41][C:40]([SH:42])=[N:39][N:38]=2)=[CH:33][CH:32]=1.O=P(Cl)(Cl)Cl.C([O-])(O)=O.[Na+]>N1C=CC=CC=1>[CH3:1][O:2][C:3]1[CH:4]=[C:5]([NH:11][C:12]2[C:13]3[N:29]=[CH:28][S:27][C:14]=3[N:15]=[C:16]([N:18]3[CH2:23][CH2:22][CH2:21][CH:20]([C:24]([NH:30][C:31]4[CH:32]=[CH:33][C:34]([C:37]5[O:41][C:40]([SH:42])=[N:39][N:38]=5)=[CH:35][CH:36]=4)=[O:26])[CH2:19]3)[N:17]=2)[CH:6]=[CH:7][C:8]=1[O:9][CH3:10] |f:3.4|. Reported procedure: To a solution of 1-(7-(3,4-dimethoxyphenylamino)thiazolo[5,4-d]pyrimidin-5-yl)piperidine-3-carboxylic acid (50 mg, 0.12 mmol) and 5-(4-aminophenyl)-1,3,4-oxadiazole-2-thiol (23 mg, 0.12 mmol) in pyridine (10 mL) was added POCl3 (0.3 mL, 3.29 mmol) at 0° C., the reaction mixture was stirred at room temperature for 6 hours, a sat. NaHCO3 solution was added slowly, the solvent was removed in vacuo, methanol (20 mL) were added and filtrated. The filtrate was collected, concentrated and purified by a... Reactants: BrCc1ccc(Br)cc1, COC(=O)c1ccc(CC(C=Cc2ccccc2O)CCc2ccc(C#N)cc2)cc1, O=C([O-])[O-], CC#N, [K+], [K+]. Product: COC(=O)c1ccc(CC(C=Cc2ccccc2OCc2ccc(Br)cc2)CCc2ccc(C#N)cc2)cc1. As a reaction SMILES: [Br:32][c:33]1[cH:34][cH:35][c:36]([CH2:37][Br:38])[cH:39][cH:40]1.[C:1](#[N:2])[c:3]1[cH:4][cH:5][c:6]([CH2:9][CH2:10][CH:11]([CH2:12][c:13]2[cH:14][cH:15][c:16]([C:17](=[O:18])[O:19][CH3:20])[cH:21][cH:22]2)[CH:23]=[CH:24][c:25]2[c:26]([OH:31])[cH:27][cH:28][cH:29][cH:30]2)[cH:7][cH:8]1.[C:41](=[O:42])([O-:43])[O-:44].[CH3:47][C:48]#[N:49].[K+:45].[K+:46]>>[C:1](#[N:2])[c:3]1[cH:4][cH:5][c:6]([CH2:9][CH2:10][CH:11]([CH2:12][c:13]2[cH:14][cH:15][c:16]([C:17](=[O:18])[O:19][CH3:20])[cH:21][cH:22]2)[CH:23]=[CH:24][c:25]2[c:26]([O:31][CH2:37][c:36]3[cH:35][cH:34][c:33]([Br:32])[cH:40][cH:39]3)[cH:27][cH:28][cH:29][cH:30]2)[cH:7][cH:8]1. The reactants are CC(C)(C)OC(=O)NCCCCc1ccc(OCC(O)CNC(=O)OC(C)(C)C)cc1, CO, [H][H]. Yields the product CC(C)(C)OC(=O)NCC(O)COc1ccc(CCCCN)cc1. As a reaction SMILES: [C:1]([O:2][C:3](=[O:4])[NH:7][CH2:8][CH2:9][CH2:10][CH2:11][c:12]1[cH:13][cH:14][c:15]([O:18][CH2:19][CH:20]([CH2:21][NH:22][C:23](=[O:24])[O:25][C:26]([CH3:27])([CH3:28])[CH3:29])[OH:30])[cH:16][cH:17]1)([CH3:5])([CH3:6])[CH3:31].[CH3:34][OH:35].[H:32][H:33]>>[NH2:7][CH2:8][CH2:9][CH2:10][CH2:11][c:12]1[cH:13][cH:14][c:15]([O:18][CH2:19][CH:20]([CH2:21][NH:22][C:23](=[O:24])[O:25][C:26]([CH3:27])([CH3:28])[CH3:29])[OH:30])[cH:16][cH:17]1. Starting materials: C(C1=CC=CC=C1)C=1C(NC(NC1C)=S)=O (5-Benzyl-6-methylthiouracil), [OH-].[Na+] (sodium hydroxide), C(C)O (ethanol), CI (methyl iodide). Run in O (water). Run at temperature 60 celsius. Yields the product C(C1=CC=CC=C1)C=1C(NC(=NC1C)SC)=O (5-benzyl-6-methyl-2-methylthio-4-pyrimidone). RXN SMILES: [CH2:1]([C:8]1[C:9](=[O:16])[NH:10][C:11](=[S:15])[NH:12][C:13]=1[CH3:14])[C:2]1[CH:7]=[CH:6][CH:5]=[CH:4][CH:3]=1.[OH-].[Na+].[CH2:19](O)C.CI>O>[CH2:1]([C:8]1[C:9](=[O:16])[NH:10][C:11]([S:15][CH3:19])=[N:12][C:13]=1[CH3:14])[C:2]1[CH:3]=[CH:4][CH:5]=[CH:6][CH:7]=1 |f:1.2|. Procedure details: 5-Benzyl-6-methylthiouracil (6.0 gms) and sodium hydroxide (1.06 gms) were dissolved in water (30 mls). The solution was cooled and ethanol (60 mls) and methyl iodide (3.67 gms) added with stirring. The mixture was heated at 60° C for 1/2 hour, cooled and the resulting solid collected and water-washed. A second crop of solid was obtained by acidification of the filtrate to pH=4 with acetic acid. Recrystallisation from ethanol produced 5-benzyl-6-methyl-2-methylthio-4-pyrimidone (5.53 gms) m.p. =... The reactants are ClC1(CC(O1)=O)CCl (4-chloro-4-chloromethyloxetan-2-one), CO (methanol). Run in C([O-])(O)=O.[Na+] (sodium bicarbonate). Conditions: time 20 hour. Yields the product COC(CC(=O)CCl)=O (methyl-γ-chloroacetoacetate). As a reaction SMILES: Cl[C:2]1([CH2:7][Cl:8])[O:5][C:4](=[O:6])[CH2:3]1.[CH3:9][OH:10]>C(=O)(O)[O-].[Na+]>[CH3:9][O:10][C:4](=[O:6])[CH2:3][C:2]([CH2:7][Cl:8])=[O:5] |f:2.3|. Procedure: 7.8 Parts of 4-chloro-4-chloromethyloxetan-2-one are dissolved in 200 parts of methanol containing 4.2 parts of anhydrous sodium bicarbonate. After stirring for 20 hours at room temperature, the solids are filtered off, the filtrate is evaporated and the residue distilled to give methyl-γ-chloroacetoacetate, b.p. 48°-50° C./0.8 mb. Reactants: Brc1ccc(Cn2ccnc2)cc1, O=C(O)C(F)(F)F, COc1ccccc1, CCCCc1cc(-c2ccc(Cn3ccnc3)cc2)c(S(=O)(=O)NC(C)(C)C)s1. Product: CCCCc1cc(-c2ccc(Cn3ccnc3)cc2)c(S(N)(=O)=O)s1. As a reaction SMILES: [Br:45][c:46]1[cH:47][cH:48][c:49]([CH2:50][n:51]2[cH:52][cH:53][n:54][cH:55]2)[cH:56][cH:57]1.[OH:1][C:2]([C:3]([F:4])([F:5])[F:6])=[O:7].[c:37]1([O:38][CH3:39])[cH:40][cH:41][cH:42][cH:43][cH:44]1.[n:8]1([CH2:13][c:14]2[cH:15][cH:16][c:17](-[c:20]3[c:21]([S:29](=[O:30])(=[O:31])[NH:32][C:33]([CH3:34])([CH3:35])[CH3:36])[s:22][c:23]([CH2:25][CH2:26][CH2:27][CH3:28])[cH:24]3)[cH:18][cH:19]2)[cH:9][n:10][cH:11][cH:12]1>>[n:8]1([CH2:13][c:14]2[cH:15][cH:16][c:17](-[c:20]3[c:21]([S:29](=[O:30])(=[O:31])[NH2:32])[s:22][c:23]([CH2:25][CH2:26][CH2:27][CH3:28])[cH:24]3)[cH:18][cH:19]2)[cH:9][n:10][cH:11][cH:12]1. Starting materials: c1ccc(COc2ccc(CCN3CCC(C4Oc5ccccc5Cn5cccc54)CC3)cc2)cc1, CC(C)O, [H][H]. Product: Oc1ccc(CCN2CCC(C3Oc4ccccc4Cn4cccc43)CC2)cc1. RXN SMILES: [CH2:1]([c:2]1[cH:3][cH:4][cH:5][cH:6][cH:7]1)[O:8][c:9]1[cH:10][cH:11][c:12]([CH2:15][CH2:16][N:17]2[CH2:18][CH2:19][CH:20]([CH:23]3[O:24][c:25]4[c:26]([cH:33][cH:34][cH:35][cH:36]4)[CH2:27][n:28]4[c:29]3[cH:30][cH:31][cH:32]4)[CH2:21][CH2:22]2)[cH:13][cH:14]1.[CH:39]([OH:40])([CH3:41])[CH3:42].[H:37][H:38]>>[OH:8][c:9]1[cH:10][cH:11][c:12]([CH2:15][CH2:16][N:17]2[CH2:18][CH2:19][CH:20]([CH:23]3[O:24][c:25]4[c:26]([cH:33][cH:34][cH:35][cH:36]4)[CH2:27][n:28]4[c:29]3[cH:30][cH:31][cH:32]4)[CH2:21][CH2:22]2)[cH:13][cH:14]1.